This data is from the Open Reaction Database (ORD), a public repository of structured organic reaction records. The task is: describe an organic reaction: reactants, conditions, products, and yield Procedure: α-Chloro-p-chloroanisole (10.6 g) and 1,2,4-triazole (12.4 g) in acetonitrile (120 ml) were refluxed for 48 hours. After cooling to room temperature, triazole hydrochloride was filtered off and acetonitrile removed at reduced pressure to give a sticky gum which was extracted with hot petroleum ether (80°-100°) and allowed to cool slowly to give colourless prisms of the title compound. Product: N1(N=CN=C1)COC1=CC=C(C=C1)Cl (α-1,2,4-Triazol-1-yl-p-chloroanisole). As a reaction SMILES: Cl[CH2:2][O:3][C:4]1[CH:9]=[CH:8][C:7]([Cl:10])=[CH:6][CH:5]=1.[NH:11]1[CH:15]=[N:14][CH:13]=[N:12]1>C(#N)C>[N:11]1([CH2:2][O:3][C:4]2[CH:9]=[CH:8][C:7]([Cl:10])=[CH:6][CH:5]=2)[CH:15]=[N:14][CH:13]=[N:12]1. Run in C(C)#N (acetonitrile). Starting materials: ClCOC1=CC=C(C=C1)Cl (α-Chloro-p-chloroanisole), N1N=CN=C1 (1,2,4-triazole). Starting materials: Cl (HCl), CCOCC (ether), NC1=NC=CC(=N1)C1=CN=C(N1C(C)C)C (2-amino-4-(1-isopropyl-2-methylimidazol-5-yl)pyrimidine), C(C)OCCNS(=O)(=O)C1=CC=C(C=C1)I (N-(2-ethoxyethyl)-4-iodobenzenesulphonamide), C1(=CC=CC=C1)P(C1=C(C2=CC=CC=C2C=C1)C1=C(C=CC2=CC=CC=C12)P(C1=CC=CC=C1)C1=CC=CC=C1)C1=CC=CC=C1 (2,2′-bis(diphenylphosphino)-1,1′-binaphthyl), CC(C)([O-])C.[Na+] (sodium t-butoxide). The reagents and catalysts are [Pd].[Pd].C(C1=CC=CC=C1)=CC(=O)C=CC1=CC=CC=C1.C(C1=CC=CC=C1)=CC(=O)C=CC1=CC=CC=C1.C(C1=CC=CC=C1)=CC(=O)C=CC1=CC=CC=C1 (tris(dibenzylideneacetone) dipalladium (0)). Solvent: CO (MeOH), CO (MeOH), O1CCOCC1 (dioxane). Conditions: temperature 80 celsius. The product is C(C)(C)N1C(=NC=C1C1=NC(=NC=C1)NC1=CC=C(C=C1)S(NCCOCC)(=O)=O)C (4-(1-Isopropyl-2-methylimidazol-5-yl)-2-{4-[N-(2-ethoxyethyl)sulphamoyl]anilino}pyrimidine). As a reaction SMILES: [NH2:1][C:2]1[N:7]=[C:6]([C:8]2[N:12]([CH:13]([CH3:15])[CH3:14])[C:11]([CH3:16])=[N:10][CH:9]=2)[CH:5]=[CH:4][N:3]=1.[CH2:17]([O:19][CH2:20][CH2:21][NH:22][S:23]([C:26]1[CH:31]=[CH:30][C:29](I)=[CH:28][CH:27]=1)(=[O:25])=[O:24])[CH3:18].C1(P(C2C=CC=CC=2)C2C=CC3C(=CC=CC=3)C=2C2C3C(=CC=CC=3)C=CC=2P(C2C=CC=CC=2)C2C=CC=CC=2)C=CC=CC=1.CC(C)([O-])C.[Na+].Cl.CCOCC>O1CCOCC1.CO.[Pd].[Pd].C(=CC(C=CC1C=CC=CC=1)=O)C1C=CC=CC=1.C(=CC(C=CC1C=CC=CC=1)=O)C1C=CC=CC=1.C(=CC(C=CC1C=CC=CC=1)=O)C1C=CC=CC=1>[CH:13]([N:12]1[C:8]([C:6]2[CH:5]=[CH:4][N:3]=[C:2]([NH:1][C:29]3[CH:28]=[CH:27][C:26]([S:23](=[O:24])(=[O:25])[NH:22][CH2:21][CH2:20][O:19][CH2:17][CH3:18])=[CH:31][CH:30]=3)[N:7]=2)=[CH:9][N:10]=[C:11]1[CH3:16])([CH3:14])[CH3:15] |f:3.4,9.10.11.12.13|. Procedure: To a stirred solution of 2-amino-4-(1-isopropyl-2-methylimidazol-5-yl)pyrimidine (Method 39; 163 mg, 0.75 mmol), N-(2-ethoxyethyl)-4-iodobenzenesulphonamide (Method 44; 400 mg, 1.13 mmol), tris(dibenzylideneacetone) dipalladium (0) (35 mg, 0.038 mmol) and 2,2′-bis(diphenylphosphino)-1,1′-binaphthyl (47 mg, 0.076 mmol) in dioxane (10 ml) was added sodium t-butoxide (258 mg, 2.69 mmol) and the mixture heated at 80° C. overnight. The reaction was cooled to room temperature and MeOH 105 ml) was adde...